From a dataset of the Open Reaction Database (ORD), a public repository of structured organic reaction records. describe an organic reaction: reactants, conditions, products, and yield Starting materials: C(C)OC(C(CC1=CC(=CC=C1)C=1C=C(C=C2C=CC=NC12)C(C)(C)S(=O)(=O)C)(C1=CC=C(C=C1)S(=O)(=O)C)F)=O (2-Fluoro-3-{3-[6-(1-methanesulfonyl-1-methyl-ethyl)-quinolin-8-yl]-phenyl}-2-(4-methanesulfonyl-phenyl)-propionic acid ethyl ester), CC(C)C[Al]CC(C)C (dibal-H), [BH4-].[Na+] (NaBH4). Run in [Cl-].[NH4+] (ammonium chloride), C(C)(=O)OCC (ethyl acetate), C(Cl)Cl (CH2Cl2). Conditions: temperature -78 celsius, time 1 hour. The product is FC(CO)(CC1=CC(=CC=C1)C=1C=C(C=C2C=CC=NC12)C(C)(C)S(=O)(=O)C)C1=CC=C(C=C1)S(=O)(=O)C (2-Fluoro-3-{3-[6-(1-methanesulfonyl-1-methyl-ethyl)-quinolin-8-yl]-phenyl}-2-(4-methanesulfonyl-phenyl)-propan-1-ol). RXN SMILES: C([O:3][C:4](=O)[C:5]([F:40])([C:30]1[CH:35]=[CH:34][C:33]([S:36]([CH3:39])(=[O:38])=[O:37])=[CH:32][CH:31]=1)[CH2:6][C:7]1[CH:12]=[CH:11][CH:10]=[C:9]([C:13]2[CH:14]=[C:15]([C:23]([S:26]([CH3:29])(=[O:28])=[O:27])([CH3:25])[CH3:24])[CH:16]=[C:17]3[C:22]=2[N:21]=[CH:20][CH:19]=[CH:18]3)[CH:8]=1)C.CC(C[Al]CC(C)C)C.[BH4-].[Na+]>C(Cl)Cl.[Cl-].[NH4+].C(OCC)(=O)C>[F:40][C:5]([C:30]1[CH:35]=[CH:34][C:33]([S:36]([CH3:39])(=[O:38])=[O:37])=[CH:32][CH:31]=1)([CH2:6][C:7]1[CH:12]=[CH:11][CH:10]=[C:9]([C:13]2[CH:14]=[C:15]([C:23]([S:26]([CH3:29])(=[O:27])=[O:28])([CH3:24])[CH3:25])[CH:16]=[C:17]3[C:22]=2[N:21]=[CH:20][CH:19]=[CH:18]3)[CH:8]=1)[CH2:4][OH:3] |f:2.3,5.6,^1:44|. Reported procedure: To a solution of Example 27 (1.15 g, 1.95 mmol) in CH2Cl2 (80 mL) at −78° C. was added dibal-H (0.82 mL, 4.6 mmol). The resulting reaction mixture was stirred 1 h at −78° C., then quenched with sodium potassium tartrate solution and stirred at 21° C. for 3 h. The organic extracts were washed (H2O), (brine), dried (MgSO4), filtered and concentrated. To the residue dissolved in THF/MeOH (2:1, 22 mL) at 21° C. was added NaBH4 (180 mg, 4.9 mmol). After 12 h, the reaction mixture was diluted with a s... The product is C[C@H](COC(=O)C1=CC=C(CBr)C=C1)CC (4-[(S)-2-methylbutoxycarbonyl]benzylbromide). Procedure: 20.63 g (0.1 mole) of the 4-methylbenzoic acid[(S)-2-methylbutyl]ester obtained in Step A-1, 17.80 g (0.1 mole) of N-bromosuccinimide, and 1.32 g (0.005 moles) of benzoyl peroxide were dissolved in 120 ml of dry carbon tetrachloride and allowed to react under reflux for three hours. On completion of the reaction, the reaction mixture was filtered while hot to remove the succinimide, which is a by-product of the reaction, and 27.70 g of a crude form of the objective 4-((S)-2-methyl butoxycarbonyl... Reactants: C[C@H](COC(C1=CC=C(C=C1)C)=O)CC (4-methylbenzoic acid[(S)-2-methylbutyl]ester), BrN1C(CCC1=O)=O (N-bromosuccinimide), C(C1=CC=CC=C1)(=O)OOC(C1=CC=CC=C1)=O (benzoyl peroxide). Run in C(Cl)(Cl)(Cl)Cl (carbon tetrachloride). Reaction SMILES: [CH3:1][C@@H:2]([CH2:14][CH3:15])[CH2:3][O:4][C:5](=[O:13])[C:6]1[CH:11]=[CH:10][C:9]([CH3:12])=[CH:8][CH:7]=1.[Br:16]N1C(=O)CCC1=O.C(OOC(=O)C1C=CC=CC=1)(=O)C1C=CC=CC=1>C(Cl)(Cl)(Cl)Cl>[CH3:1][C@@H:2]([CH2:14][CH3:15])[CH2:3][O:4][C:5]([C:6]1[CH:7]=[CH:8][C:9]([CH2:12][Br:16])=[CH:10][CH:11]=1)=[O:13]. Reactants: COCOc1ccccc1C1(F)CC1, O. The product is Oc1ccccc1C1(F)CC1. Reaction SMILES: [F:1][C:2]1([c:5]2[c:6]([O:11][CH2:12][O:13][CH3:14])[cH:7][cH:8][cH:9][cH:10]2)[CH2:3][CH2:4]1.[OH2:15]>>[F:1][C:2]1([c:5]2[c:6]([OH:11])[cH:7][cH:8][cH:9][cH:10]2)[CH2:3][CH2:4]1. Starting materials: compound 2, C(=S)(Cl)Cl (thiophosgene), C(=S)(Cl)Cl (Thiophosgene), NC1=C(CN)C=CC=C1 (2-aminobenzylamine), TEA, C(=S)(Cl)Cl.N1N=CC2=CC=CC=C12 (thiophosgene azaindole), C(C1=CC=CC=C1)N (benzylamine), NCC1=NNC2=CC=CC=C12 (aminomethylazaindole), TEA. The solvent is C1CCOC1 (THF), C1CCOC1 (THF), CCOC(=O)C (EtOAc), C1CCOC1 (THF). Reaction conditions: time 8 hour. The product is N1C=CC=2C1=NC=CC2CNC(=S)NCC2=C(C=CC=C2)N (1-((1H-pyrrolo[2,3-b]pyridin-4-yl)methyl)-3-(2-aminobenzyl)thiourea). As a reaction SMILES: [C:1](Cl)(Cl)=[S:2].[NH2:5][CH2:6][C:7]1[C:15]2[C:10](=C[CH:12]=[CH:13][CH:14]=2)[NH:9]N=1.[NH2:16][C:17]1[CH:24]=[CH:23][CH:22]=[CH:21][C:18]=1[CH2:19][NH2:20].C(Cl)(Cl)=S.[NH:29]1[C:37]2C(=CC=CC=2)C=N1.C(N)C1C=CC=CC=1>C1COCC1.CCOC(C)=O>[NH:29]1[C:37]2=[N:5][CH:6]=[CH:7][C:15]([CH2:10][NH:9][C:1]([NH:20][CH2:19][C:18]3[CH:21]=[CH:22][CH:23]=[CH:24][C:17]=3[NH2:16])=[S:2])=[C:14]2[CH:13]=[CH:12]1 |f:3.4|. Procedure: Thiophosgene (115 uL, 1.50 mmol) was dissolved in THF (3 mL). In a separate vial, aminomethylazaindole (200 mg, 1.36 mmol) was dissolved in THF followed by the addition of TEA (228 uL, 1.20 mmol). The solution of compound 2 and TEA was then added to the vial containing thiophosgene. In another vial, 2-aminobenzylamine (199 mg, 1.63 mmol) and TEA (246 uL, 1.30 mmol) were dissolved in THF (2 mL). After the thiophosgene/azaindole mixture had been stirring for ˜15 minutes, the solution of benzylamin... The reactants are Brc1ccc2nccn2c1, CC#N, O=C1CCC(=O)N1I. Yields the product Brc1ccc2ncc(I)n2c1. As a reaction SMILES: [Br:1][c:2]1[cH:3][cH:4][c:5]2[n:6]([cH:7]1)[cH:8][cH:9][n:10]2.[CH3:19][C:20]#[N:21].[I:11][N:12]1[C:13](=[O:14])[CH2:15][CH2:16][C:17]1=[O:18]>>[Br:1][c:2]1[cH:3][cH:4][c:5]2[n:6]([cH:7]1)[c:8]([I:11])[cH:9][n:10]2. Reactants: NC(=O)N (urea), N (ammonia), C1(CCCCC1)NCCCN (N-cyclohexyl-1,3-propanediamine), N (Ammonia). Run in O (water). Yields the product C1(CCCCC1)N1C(NCCC1)=O (1-Cyclohexyl-Hexa-Hydro-2-Pyrimidinone). Reaction SMILES: N[C:2](N)=[O:3].[CH:5]1([NH:11][CH2:12][CH2:13][CH2:14][NH2:15])[CH2:10][CH2:9][CH2:8][CH2:7][CH2:6]1.N>O>[CH:5]1([N:11]2[CH2:12][CH2:13][CH2:14][NH:15][C:2]2=[O:3])[CH2:10][CH2:9][CH2:8][CH2:7][CH2:6]1. Procedure details: The reaction apparatus is a 500 ml flask, equipped with thermometer, reflux condenser and magnetic stirrer. The top of the reflux condenser is connected to a bubbler containing water. Before adding the reagents, the flask is weighed. Then 30 g of urea (0.5 mols) and 156 g of N-cyclohexyl-1,3-propanediamine (1 mol) are put into the flask, which is then slowly heated. Ammonia begins to evolve. Heating is continued until 18 g of ammonia have evolved. The reaction mixture is allowed to cool to room ... Starting materials: COc2ccc1ccccc1c2 (substrate), CC(=O)c2ccc(B1OCC(C)(C)CO1)cc2 (effective_coupling_partner). Reagents/catalysts: PCy3. Reaction conditions: temperature 120 celsius, time 12 hour. Yields the product CC(=O)c3ccc(c2ccc1ccccc1c2)cc3. Starting materials: [H-].[Na+] (sodium hydride), O (water), FC(C(=O)NCCC1=CC=CC=C1)(F)F (2,2,2-Trifluoro-N-(2-phenylethyl)acetamide), BrCCCCCCBr (1,6-dibromohexane). Run in CN(C=O)C (dimethylformamide), CN(C=O)C (dimethylformamide). Product: BrCCCCCCN(C(C(F)(F)F)=O)CCC1=CC=CC=C1 (N-(6-Bromohexyl)-2,2,2-trifluoro-N-(2-phenylethyl)acetamide). Isolated yield 63.1%. RXN SMILES: [F:1][C:2]([F:15])([F:14])[C:3]([NH:5][CH2:6][CH2:7][C:8]1[CH:13]=[CH:12][CH:11]=[CH:10][CH:9]=1)=[O:4].[H-].[Na+].[Br:18][CH2:19][CH2:20][CH2:21][CH2:22][CH2:23][CH2:24]Br.O>CN(C)C=O>[Br:18][CH2:19][CH2:20][CH2:21][CH2:22][CH2:23][CH2:24][N:5]([CH2:6][CH2:7][C:8]1[CH:13]=[CH:12][CH:11]=[CH:10][CH:9]=1)[C:3](=[O:4])[C:2]([F:14])([F:15])[F:1] |f:1.2|. Procedure: 2,2,2-Trifluoro-N-(2-phenylethyl)acetamide (21.7 g., 0.1 mole) in dry dimethylformamide (100 ml) was added dropwise with stirring and under nitrogen to sodium hydride (2.4 g., 0.1 mole, ether washed) in dry dimethylformamide (150 ml). Stirring was continued until a clear solution was obtained and 1,6-dibromohexane (73.2 g., 0.3 moles) was added. The solution was heated at 60° for 3 hr then poured into water and extracted with ether. The extracts were washed well with water and dried and evaporat... Starting materials: [Si](C)(C)(C(C)(C)C)OC[C@H](C)N ((S)-2-tert-Butyldimethylsilyloxy-1-methylethylamine), ClC1=NC=NC(=C1CC=O)Cl ((4,6-dichloropyrimidin-5-yl)acetaldehyde). RXN SMILES: [Si:1]([O:8][CH2:9][C@@H:10]([NH2:12])[CH3:11])([C:4]([CH3:7])([CH3:6])[CH3:5])([CH3:3])[CH3:2].[Cl:13][C:14]1[C:19]([CH2:20][CH:21]=O)=[C:18](Cl)[N:17]=[CH:16][N:15]=1>C(O)C>[Si:1]([O:8][CH2:9][C@@H:10]([N:12]1[C:18]2[N:17]=[CH:16][N:15]=[C:14]([Cl:13])[C:19]=2[CH:20]=[CH:21]1)[CH3:11])([C:4]([CH3:7])([CH3:6])[CH3:5])([CH3:3])[CH3:2]. Yields the product [Si](C)(C)(C(C)(C)C)OC[C@H](C)N1C=CC2=C1N=CN=C2Cl (7-[(1S)-2-{[tert-Butyl(dimethyl)silyl]oxy}-1-methylethyl]-4-chloro-7H-pyrrolo[2,3-d]pyrimidine). The yield is 67.0%. Reported procedure: (S)-2-tert-Butyldimethylsilyloxy-1-methylethylamine (120 g, 636 mmol) was added to (4,6-dichloropyrimidin-5-yl)acetaldehyde (52.8 g, 276 mmol) in ethanol (500 mL). The mixture was heated to reflux for 45 minutes. The reaction mixture was evaporated in vacuo then the residue was diluted with water (400 mL) and extracted with ethyl acetate (600 mL). The organic extract was evaporated in vacuo and the crude material was purified by column chromatography on silica gel (gradient of pentane:EtOAc 90:1... The solvent is C(C)O (ethanol).